From a dataset of the Open Reaction Database (ORD), a public repository of structured organic reaction records. describe an organic reaction: reactants, conditions, products, and yield Reactants: O=C(O)c1cc(NCc2ccccc2)c(-c2ccccc2)c(S(=O)(=O)Cl)c1, CCCCOc1cc(C(=O)O)cc(S(=O)(=O)Cl)c1-c1ccccc1, O. The product is CCCCOc1cc(C(=O)O)cc(S(N)(=O)=O)c1-c1ccccc1. Reaction SMILES: [CH2:1]([NH:8][c:2]1[cH:3][c:4]([C:19]([OH:20])=[O:21])[cH:5][c:6]([S:7]([Cl:9])(=[O:10])=[O:11])[c:12]1-[c:13]1[cH:14][cH:15][cH:16][cH:17][cH:18]1)[c:22]1[cH:23][cH:24][cH:25][cH:26][cH:27]1.[CH2:28]([CH2:29][CH2:30][CH3:31])[O:32][c:33]1[cH:34][c:35]([C:36](=[O:37])[OH:38])[cH:39][c:40]([S:48](=[O:49])(=[O:50])[Cl:51])[c:41]1-[c:42]1[cH:43][cH:44][cH:45][cH:46][cH:47]1.[OH2:52]>>[NH2:8][S:48]([c:40]1[cH:39][c:35]([C:36](=[O:37])[OH:38])[cH:34][c:33]([O:32][CH2:28][CH2:29][CH2:30][CH3:31])[c:41]1-[c:42]1[cH:43][cH:44][cH:45][cH:46][cH:47]1)(=[O:49])=[O:50].